From a dataset of the Open Reaction Database (ORD), a public repository of structured organic reaction records. describe an organic reaction: reactants, conditions, products, and yield Starting materials: OC=1C(=CC=C2C=CC(=NC12)C)C(=O)O (8-Hydroxy-2-methyl-7-quinolinecarboxylic acid), B(F)(F)F (boron trifluoride), C([O-])(O)=O.[Na+] (sodium bicarbonate). Yields the product COC(=O)C1=CC=C2C=CC(=NC2=C1O)C (8-Hydroxy-2-methyl-7-quinolinecarboxylic acid methyl ester). RXN SMILES: [OH:1][C:2]1[C:3]([C:13]([OH:15])=[O:14])=[CH:4][CH:5]=[C:6]2[C:11]=1[N:10]=[C:9]([CH3:12])[CH:8]=[CH:7]2.B(F)(F)F.[C:20](=O)(O)[O-].[Na+]>>[CH3:20][O:14][C:13]([C:3]1[C:2]([OH:1])=[C:11]2[C:6]([CH:7]=[CH:8][C:9]([CH3:12])=[N:10]2)=[CH:5][CH:4]=1)=[O:15] |f:2.3|. Reported procedure: 8-Hydroxy-2-methyl-7-quinolinecarboxylic acid (as reported by Meek, W. H. et al., in J. Chem. Eng. Data 1969, 14(3), 388-91) is reacted with methanolic boron trifluoride solution for several hours. The resulting mixture is added to an aqueous solution of sodium bicarbonate to give finally a basic solution. The solution is extracted with chloroform. The chloroform extract is dried over anhydrous sodium sulfate and concentrated and the residue is crystallized from a suitable solvent such as isooct... Starting materials: COc1ccc(O)cc1, [Na], c1ccc(CN(CC2CO2)CC2CO2)cc1, C1COCCO1, O. Product: COc1ccc(OCC2CN(Cc3ccccc3)CC(CO)O2)cc1. RXN SMILES: [CH3:1][O:2][c:3]1[cH:4][cH:5][c:6]([OH:9])[cH:7][cH:8]1.[Na:10].[O:11]1[CH:12]([CH2:13][N:14]([CH2:15][CH:16]2[CH2:17][O:18]2)[CH2:19][c:20]2[cH:21][cH:22][cH:23][cH:24][cH:25]2)[CH2:26]1.[O:28]1[CH2:29][CH2:30][O:31][CH2:32][CH2:33]1.[OH2:27]>>[CH3:1][O:2][c:3]1[cH:4][cH:5][c:6]([O:9][CH2:17][CH:16]2[CH2:15][N:14]([CH2:19][c:20]3[cH:21][cH:22][cH:23][cH:24][cH:25]3)[CH2:13][CH:12]([CH2:26][OH:11])[O:18]2)[cH:7][cH:8]1.